From a dataset of the Open Reaction Database (ORD), a public repository of structured organic reaction records. describe an organic reaction: reactants, conditions, products, and yield Reactants: COC(CC(C)C1=CNC2=CC=CC=C12)OC (3-(3,3-dimethoxy-1-methyl-propyl)-1H-indole), [OH-].[K+] (KOH), S(=O)(=O)(OC)OC (dimethyl sulfate). Solvent: CS(=O)C (DMSO). The product is COC(CC(C)C1=CN(C2=CC=CC=C12)C)OC (3-(3,3-dimethoxy-1-methyl-propyl)-1-methyl-indole). RXN SMILES: [CH3:1][O:2][CH:3]([O:16][CH3:17])[CH2:4][CH:5]([C:7]1[C:15]2[C:10](=[CH:11][CH:12]=[CH:13][CH:14]=2)[NH:9][CH:8]=1)[CH3:6].[OH-].[K+].S(OC)(O[CH3:24])(=O)=O>CS(C)=O>[CH3:1][O:2][CH:3]([O:16][CH3:17])[CH2:4][CH:5]([C:7]1[C:15]2[C:10](=[CH:11][CH:12]=[CH:13][CH:14]=2)[N:9]([CH3:24])[CH:8]=1)[CH3:6] |f:1.2|. Reported procedure: (R)-3-(1H-Indol-3-yl)-butanal (236 mg, 1.26 mmol) was dissolved in methanol (15 mL) and treated with trimethyl orthoformate (275 μl, 2.50 mmol) and a catalytic amount of p-TSA. The reaction was stirred at room temperature for 3 hours, at which time H2O (10 mL) was added and the reaction was extracted with ether (3×20 mL). The collected organics were rinsed with brine, dried over Na2SO4, and concentrated in vacuo to provide 3-(3,3-dimethoxy-1-methyl-propyl)-1H-indole (228 mg, 1.17 mmol). 3-(3,3-d... Starting materials: C(C)OC(C=CC1=CC=C(C=C1)CNC(C1=CC=C(C=C1)N1CCN(CC1)CC=1C=NC=CC1)=O)=O (3-(4-{[4-(4-Pyridin-3-ylmethylpiperazin-1-yl)benzoylamino]methyl}phenyl)acrylic acid ethyl ester), N1=CC(=CC2=CC=CC=C12)C(=O)O (3-quinolinecarboxylic acid). Yields the product C(C)OC(C=CC1=CC=C(C=C1)CNC(=O)C=1C=NC2=CC=CC=C2C1)=O (3-(4-{[(Quinoline-3-carbonyl)amino]methyl}phenyl)acrylic acid ethyl ester). Yield: 89.0%. Reaction SMILES: [CH2:1]([O:3][C:4](=[O:36])[CH:5]=[CH:6][C:7]1[CH:12]=[CH:11][C:10]([CH2:13][NH:14][C:15](=[O:35])[C:16]2[CH:21]=[CH:20][C:19]([N:22]3[CH2:27]CN(CC4C=NC=CC=4)CC3)=[CH:18][CH:17]=2)=[CH:9][CH:8]=1)[CH3:2].N1C2C(=CC=CC=2)C=[C:39](C(O)=O)[CH:38]=1>>[CH2:1]([O:3][C:4](=[O:36])[CH:5]=[CH:6][C:7]1[CH:8]=[CH:9][C:10]([CH2:13][NH:14][C:15]([C:16]2[CH:27]=[N:22][C:19]3[C:20]([CH:21]=2)=[CH:39][CH:38]=[CH:17][CH:18]=3)=[O:35])=[CH:11][CH:12]=1)[CH3:2]. Reported procedure: The titled compound was prepared as described in the process (1-2) by using 3-quinolinecarboxylic acid. Reactants: C(=O)(O)C(C)NC=1C=C(C(=O)C=2C=C(N3C=CC=CC23)CCCC(=O)OCC)C=CC1 (ethyl 4- [1- [3- [(1-carboxyethyl)amino]benzoyl]indolizin-3-yl]butyrate), C(CCCCCC)N (heptylamine), ON1N=NC2=C1C=CC=C2 (1-hydroxybenzotriazole), Cl.CN(CCCN=C=NCC)C (1-(3-dimethylaminopropyl)-3-ethylcarbodiimide hydrochloride). The solvent is ClCCl (dichloromethane). Conditions: time 3 hour. The product is C(CCCCCC)NC(=O)C(C)NC=1C=C(C(=O)C=2C=C(N3C=CC=CC23)CCCC(=O)OCC)C=CC1 (ethyl 4-[1-[3-[[1(heptylcarbamoyl)ethyl]amino]benzoyl]indolizin-3-yl]butyrate). Isolated yield 97.0%. Reaction SMILES: [C:1]([CH:4]([NH:6][C:7]1[CH:8]=[C:9]([CH:29]=[CH:30][CH:31]=1)[C:10]([C:12]1[CH:13]=[C:14]([CH2:21][CH2:22][CH2:23][C:24]([O:26][CH2:27][CH3:28])=[O:25])[N:15]2[C:20]=1[CH:19]=[CH:18][CH:17]=[CH:16]2)=[O:11])[CH3:5])(O)=[O:2].[CH2:32]([NH2:39])[CH2:33][CH2:34][CH2:35][CH2:36][CH2:37][CH3:38].ON1C2C=CC=CC=2N=N1.Cl.CN(C)CCCN=C=NCC>ClCCl>[CH2:32]([NH:39][C:1]([CH:4]([NH:6][C:7]1[CH:8]=[C:9]([CH:29]=[CH:30][CH:31]=1)[C:10]([C:12]1[CH:13]=[C:14]([CH2:21][CH2:22][CH2:23][C:24]([O:26][CH2:27][CH3:28])=[O:25])[N:15]2[C:20]=1[CH:19]=[CH:18][CH:17]=[CH:16]2)=[O:11])[CH3:5])=[O:2])[CH2:33][CH2:34][CH2:35][CH2:36][CH2:37][CH3:38] |f:3.4|. Procedure: To a solution of ethyl 4- [1- [3- [(1-carboxyethyl)amino]benzoyl]indolizin-3-yl]butyrate (60 mg), heptylamine (16 mg) and 1-hydroxybenzotriazole (20 mg) in dichloromethane (3 ml) was added 1-(3-dimethylaminopropyl)-3-ethylcarbodiimide hydrochloride (30 mg). The mixture was stirred for 3 hours at room temperature, evaporated and dissolved in ethyl acetate (10 ml). The solution was washed with diluted hydrochloric acid and water and dried over magnesium sulfate. The solvent was removed under reduc... Reactants: FC(F)(F)Cn1ccnc1-c1nc2c(s1)CCOc1cc(Br)ccc1-2, O=C([O-])[O-], CS(C)=O, CC#N, CC(C)(O)Cn1cc(B2OC(C)(C)C(C)(C)O2)cn1, [K+], [K+], O, c1ccc(P(c2ccccc2)(c2ccccc2)[Pd](P(c2ccccc2)(c2ccccc2)c2ccccc2)(P(c2ccccc2)(c2ccccc2)c2ccccc2)P(c2ccccc2)(c2ccccc2)c2ccccc2)cc1. Product: CC(C)(O)Cn1cc(-c2ccc3c(c2)OCCc2sc(-c4nccn4CC(F)(F)F)nc2-3)cn1. RXN SMILES: [Br:1][c:2]1[cH:3][c:4]2[c:5]([cH:24][cH:25]1)-[c:6]1[n:7][c:8](-[c:14]3[n:15]([CH2:19][C:20]([F:21])([F:22])[F:23])[cH:16][cH:17][n:18]3)[s:9][c:10]1[CH2:11][CH2:12][O:13]2.[C:29](=[O:30])([O-:31])[O-:32].[CH3:132][S:133]([CH3:134])=[O:135].[CH3:26][C:27]#[N:28].[CH3:35][C:36]([CH2:37][n:38]1[n:39][cH:40][c:41]([B:43]2[O:44][C:45]([CH3:46])([CH3:47])[C:48]([CH3:49])([CH3:50])[O:51]2)[cH:42]1)([CH3:52])[OH:53].[K+:33].[K+:34].[OH2:54].[cH:55]1[cH:56][cH:57][c:58]([P:59]([Pd:60]([P:61]([c:62]2[cH:63][cH:64][cH:65][cH:66][cH:67]2)([c:68]2[cH:69][cH:70][cH:71][cH:72][cH:73]2)[c:74]2[cH:75][cH:76][cH:77][cH:78][cH:79]2)([P:80]([c:81]2[cH:82][cH:83][cH:84][cH:85][cH:86]2)([c:87]2[cH:88][cH:89][cH:90][cH:91][cH:92]2)[c:93]2[cH:94][cH:95][cH:96][cH:97][cH:98]2)[P:99]([c:100]2[cH:101][cH:102][cH:103][cH:104][cH:105]2)([c:106]2[cH:107][cH:108][cH:109][cH:110][cH:111]2)[c:112]2[cH:113][cH:114][cH:115][cH:116][cH:117]2)([c:118]2[cH:119][cH:120][cH:121][cH:122][cH:123]2)[c:124]2[cH:125][cH:126][cH:127][cH:128][cH:129]2)[cH:130][cH:131]1>>[c:2]1(-[c:41]2[cH:40][n:39][n:38]([CH2:37][C:36]([CH3:35])([CH3:52])[OH:53])[cH:42]2)[cH:3][c:4]2[c:5]([cH:24][cH:25]1)-[c:6]1[n:7][c:8](-[c:14]3[n:15]([CH2:19][C:20]([F:21])([F:22])[F:23])[cH:16][cH:17][n:18]3)[s:9][c:10]1[CH2:11][CH2:12][O:13]2. Reactants: [H+].[B-](F)(F)(F)F (hydrofluoboric acid), NC=1C=C(C(=O)O)C=C(C1C(C1=CC=CC=C1)=O)[N+](=O)[O-] (3-amino-4-benzoyl-5-nitrobenzoic acid), Cl (hydrochloric acid), amine, N(=O)[O-].[Na+] (sodium nitrite). The solvent is O (water). Conditions: time 1 hour. Product: F[B-](F)(F)F.C(C1=CC=CC=C1)(=O)C1=C(C=C(C=C1[N+](=O)[O-])C(=O)O)[N+]#N (2-benzoyl-5-carboxy-3-nitrobenzenediazonium tetrafluoroborate). As a reaction SMILES: [NH2:1][C:2]1[CH:3]=[C:4]([CH:8]=[C:9]([N+:19]([O-:21])=[O:20])[C:10]=1[C:11](=[O:18])[C:12]1[CH:17]=[CH:16][CH:15]=[CH:14][CH:13]=1)[C:5]([OH:7])=[O:6].Cl.[N:23]([O-])=O.[Na+].[H+].[B-:28]([F:32])([F:31])([F:30])[F:29]>O>[F:29][B-:28]([F:32])([F:31])[F:30].[C:11]([C:10]1[C:9]([N+:19]([O-:21])=[O:20])=[CH:8][C:4]([C:5]([OH:7])=[O:6])=[CH:3][C:2]=1[N+:1]#[N:23])(=[O:18])[C:12]1[CH:17]=[CH:16][CH:15]=[CH:14][CH:13]=1 |f:2.3,4.5,7.8|. Procedure details: A mixture of 3-amino-4-benzoyl-5-nitrobenzoic acid (57.2 g) and conc. hydrochloric acid (250 ml) is heated on a steam bath for 10 minutes. After cooling, the amine is diazotized by the dropwise addition of a solution of sodium nitrite (16 g) in water (80 ml), while stirring at -5° C to 0° C. After additional stirring at this temperature for 10 minutes, 50% aqueous hydrofluoboric acid (220 ml) is added during about 5 minutes. The mixture is left for 1 hour, keeping the temperature below 0° C by e...